This data is from the Open Reaction Database (ORD), a public repository of structured organic reaction records. The task is: describe an organic reaction: reactants, conditions, products, and yield Starting materials: C(C)OC(CN(C/C=N/N1C(C2=CC=CC=C2C1=O)=O)C(=O)OCC1=CC=CC=C1)=O ((benzyloxycarbonyl-{2-[(E)-1,3-dioxo-1,3-dihydro-isoindol-2-ylimino]ethyl}-amino)-acetic acid ethyl ester), C(#N)[BH3-].[Na+] (sodium cyanoborohydride), C(C)(=O)O (acetic acid). The solvent is CC#N (CH3CN), CCOC(=O)C (EtOAc). Run at time 5.5 hour. Yields the product C(C)OC(CN(CCNN1C(C2=CC=CC=C2C1=O)=O)C(=O)OCC1=CC=CC=C1)=O ({benzyloxycarbonyl-[2-(1,3-dioxo-1,3-dihydro-isoindol-2-ylamino)-ethyl]-amino}-acetic acid ethyl ester). Yield: 81.2%. As a reaction SMILES: [CH2:1]([O:3][C:4](=[O:31])[CH2:5][N:6]([C:21]([O:23][CH2:24][C:25]1[CH:30]=[CH:29][CH:28]=[CH:27][CH:26]=1)=[O:22])[CH2:7]/[CH:8]=[N:9]/[N:10]1[C:18](=[O:19])[C:17]2[C:12](=[CH:13][CH:14]=[CH:15][CH:16]=2)[C:11]1=[O:20])[CH3:2].C([BH3-])#N.[Na+].C(O)(=O)C>CC#N.CCOC(C)=O>[CH2:1]([O:3][C:4](=[O:31])[CH2:5][N:6]([C:21]([O:23][CH2:24][C:25]1[CH:26]=[CH:27][CH:28]=[CH:29][CH:30]=1)=[O:22])[CH2:7][CH2:8][NH:9][N:10]1[C:18](=[O:19])[C:17]2[C:12](=[CH:13][CH:14]=[CH:15][CH:16]=2)[C:11]1=[O:20])[CH3:2] |f:1.2|. Reported procedure: A solution of (benzyloxycarbonyl-{2-[(E)-1,3-dioxo-1,3-dihydro-isoindol-2-ylimino]ethyl}-amino)-acetic acid ethyl ester (7.7 mmol) in CH3CN (65 mL) is treated with sodium cyanoborohydride (1.92 g, 30.5 mmol), and acetic acid (6.8 mL, 118.8 mmol) is added with stirring under N2. After 5.5 h, the reaction solution is diluted with EtOAc (150 mL) and washed with saturated aqueous KHCO3 (3×50 mL) and saturated aqueous NaCl (50 mL). The organic phase is dried (MgSO4), filtered, and concentrated in vac... Reactants: paraffins, isoalkane, isoalkanes, CC(C)C (isobutane), olefins, CC=CC (2-butene), hydrogen hydrocarbon, aromatic hydrocarbon, aromatic hydrocarbon, hydrogen hydrocarbon, aromatic hydrocarbons, alkylbenzenes, olefins, C=O (formaldehyde), alkyl halides, alcohols, alcohols, ethers, COC (dimethylether), hydrocarbons, olefin, hydrocarbon, aromatic hydrocarbons, hydrocarbons, olefins, xylenes, hydrocarbons, hydrogen hydrocarbon. Run in C1(=CC=CC=C1)C (toluene), CO (methanol), C=1(C(=CC=CC1)C)C (xylene), C1=CC=CC=C1 (benzene), CO (methanol), C1(=CC=CC=C1)C (toluene), C1=CC=CC=C1 (benzene). Product: C=C(C)C (isobutene), C=CC(C)C (isopentene), ethers. As a reaction SMILES: [CH3:1]OC.[CH3:4][CH:5]([CH3:7])[CH3:6].[CH3:8][CH:9]=[CH:10][CH3:11].C=O>CO.C1C=CC=CC=1.C1(C)C=CC=CC=1.C1(C)C(C)=CC=CC=1>[CH2:4]=[C:5]([CH3:7])[CH3:6].[CH2:8]=[CH:9][CH:10]([CH3:1])[CH3:11]. Reported procedure: The crystalline material of this invention can be used to catalyze a wide variety of chemical conversion processes including many of present commercial/industrial importance. Specific examples of chemical conversion processes which are effectively catalyzed by the crystalline material of this invention, by itself or in combination with one or more other catalytically active substances including other crystalline catalysts, include the following: cracking hydrocarbons with reaction conditions inc... The reactants are C(C)(C)(C)OC(=O)N1CCC(CC1)NC1=NC=NC2=CC(=CC=C12)Cl (4-(7-chloro-quinazolin-4-ylamino)-piperidine-1-carboxylic acid tert-butyl ester). Run in O1CCOCC1 (dioxane), Cl (HCl). Yields the product Cl.Cl.ClC1=CC=C2C(=NC=NC2=C1)NC1CCNCC1 ((7-Chloro-quinazolin-4-yl)-piperidin-4-yl-amine dihydrochloride). Reaction SMILES: C(OC([N:8]1[CH2:13][CH2:12][CH:11]([NH:14][C:15]2[C:24]3[C:19](=[CH:20][C:21]([Cl:25])=[CH:22][CH:23]=3)[N:18]=[CH:17][N:16]=2)[CH2:10][CH2:9]1)=O)(C)(C)C>O1CCOCC1.Cl>[ClH:25].[ClH:25].[Cl:25][C:21]1[CH:20]=[C:19]2[C:24]([C:15]([NH:14][CH:11]3[CH2:12][CH2:13][NH:8][CH2:9][CH2:10]3)=[N:16][CH:17]=[N:18]2)=[CH:23][CH:22]=1 |f:3.4.5|. Procedure details: A solution of 4-(7-chloro-quinazolin-4-ylamino)-piperidine-1-carboxylic acid tert-butyl ester (4.33 g, 11.9 mmol) in dioxane (35 mL) and conc. HCl (10 mL) was stirred at rt for 18 h. The solvent was removed under reduced pressure and the crude product used in the consecutive step without further purification assuming quantitative deprotection and formation of the dihydrochloride salt. MS (ESP): 263.0 [M+H]+. Reactants: [N+](=O)([O-])C=1C=C(C=O)C=CC1 (3-nitrobenzaldehyde), C(CC(=O)C)(=O)OC (methyl acetoacetate), C(C)(=O)O (acetic acid), N1CCCCC1 (piperidine). Run in O (water), C1=CC=CC=C1 (benzene). Product: [N+](=O)([O-])C=1C=C(C=CC1)C=C(C(=O)OC)C(C)=O (Methyl 2-[(3-Nitrophenyl)methylene]-3-oxobutanoate). The yield is 72.2%. RXN SMILES: [N+:1]([C:4]1[CH:5]=[C:6]([CH:9]=[CH:10][CH:11]=1)[CH:7]=O)([O-:3])=[O:2].[C:12]([O:18][CH3:19])(=[O:17])[CH2:13][C:14]([CH3:16])=[O:15].C(O)(=O)C.N1CCCCC1>O.C1C=CC=CC=1>[N+:1]([C:4]1[CH:5]=[C:6]([CH:7]=[C:13]([C:14](=[O:15])[CH3:16])[C:12]([O:18][CH3:19])=[O:17])[CH:9]=[CH:10][CH:11]=1)([O-:3])=[O:2]. Procedure: A solution of 151 g (1.00 mole) of 3-nitrobenzaldehyde, 116 g (1.00 mole) of methyl acetoacetate, 10 mL of glacial acetic acid, 4 mL of piperidine, and 400 mL of benzene was refluxed 2 hr during which time 21 mL of water was removed via a Dean-Stark trap. The dark yellow solution was cooled to ambient temperature and solidification occurred. Filtration followed by washing with ether afforded 180 g of product as a yellow solid. An additional 23 g product was obtained from the filtrate to yield a ... Starting materials: CCO, COc1ncc([N+](=O)[O-])cc1-c1ccccc1. Yields the product COc1ncc(N)cc1-c1ccccc1. RXN SMILES: [CH3:18][CH2:19][OH:20].[CH3:1][O:2][c:3]1[n:4][cH:5][c:6]([N+:15]([O-:16])=[O:17])[cH:7][c:8]1-[c:9]1[cH:10][cH:11][cH:12][cH:13][cH:14]1>>[CH3:1][O:2][c:3]1[n:4][cH:5][c:6]([NH2:15])[cH:7][c:8]1-[c:9]1[cH:10][cH:11][cH:12][cH:13][cH:14]1. Starting materials: CC1=C(O)C=CC=C1O (2-methylresorcinol), O (water), S(O)(O)(=O)=O (sulfuric acid), FC(C(=O)OCC)C(=O)C (ethyl 2-fluoro-acetoacetate). The solvent is O1CCOCC1 (1,4-dioxane). Reaction conditions: temperature 25 celsius, time 1.5 hour. Yields the product FC=1C(OC2=C(C(=CC=C2C1C)O)C)=O (3-fluoro-4,8-dimethyl-7-hydroxycoumarin). Yield: 84.0%. As a reaction SMILES: [CH3:1][C:2]1[C:8]([OH:9])=[CH:7][CH:6]=[CH:5][C:3]=1[OH:4].[F:10][CH:11]([C:17]([CH3:19])=O)[C:12](OCC)=[O:13].S(=O)(=O)(O)O.O>O1CCOCC1>[F:10][C:11]1[C:12](=[O:13])[O:4][C:3]2[C:5]([C:17]=1[CH3:19])=[CH:6][CH:7]=[C:8]([OH:9])[C:2]=2[CH3:1]. Procedure details: A solution of 2-methylresorcinol (3.23 g, 26.02 mmoles), ethyl 2-fluoro-acetoacetate [E. B. Banks, N. J. Lawrence, A. L. Popplewell, J. Chem. Soc., Chem. Commun, 343 (1994)] (3.85 g, 25.99 mmoles) in 0.5 mL of 1,4-dioxane was added dropwise, at 0° C. and under an inert atmosphere, to 25 mL of concentrated sulfuric acid. The reaction mixture was stirred for 1.5 hours, while the temperature was increased to 25° C. Cold water (100 mL) was added, the reaction mixture was stirred for 15 minutes and t... Procedure details: A solution of HCl-dioxane (1 mL, 4.0 M) and 78a (35 mg, 0.064 mmol) was stirred at RT for 90 min. The solvent was removed, and the residue was dried in vacuo. Cyclopentane-1,3-diol (cis/trans, 9 μL, 0.096 mmol) was added to a solution of N,N′-disuccimidylcarbonate (30 mg, 0.12 mmol) and TEA (44 μL, 0.32 mmol) in MeCN (0.47 mL) and the solution was stirred for 4 h. A solution of the above residue from the Boc deprotection in MeCN was added and the reaction mixture was stirred for 3 h. The solvent... Reaction SMILES: Cl.[O:2]1CCO[CH2:4][CH2:3]1.[C:8]([O:12][C:13]([N:15]1[CH2:20][CH2:19][CH:18]([CH:21]([C:42]2[CH:47]=[CH:46][CH:45]=[CH:44][CH:43]=2)[CH2:22][CH2:23][N:24]2[CH2:31][CH:30]3[CH:26]([CH2:27][N:28]([C:32]([C:34]4[C:35]([CH3:41])=[N:36][CH:37]=[N:38][C:39]=4[CH3:40])=[O:33])[CH2:29]3)[CH2:25]2)[CH2:17][CH2:16]1)=[O:14])(C)([CH3:10])[CH3:9].C1(O)CCC(O)C1>CC#N>[OH:2][CH:3]1[CH2:4][CH2:10][CH:8]([O:12][C:13]([N:15]2[CH2:20][CH2:19][CH:18]([CH:21]([C:42]3[CH:43]=[CH:44][CH:45]=[CH:46][CH:47]=3)[CH2:22][CH2:23][N:24]3[CH2:31][CH:30]4[CH:26]([CH2:27][N:28]([C:32]([C:34]5[C:35]([CH3:41])=[N:36][CH:37]=[N:38][C:39]=5[CH3:40])=[O:33])[CH2:29]4)[CH2:25]3)[CH2:17][CH2:16]2)=[O:14])[CH2:9]1 |f:0.1|. Solvent: CC#N (MeCN), CC#N (MeCN). Product: OC1CC(CC1)OC(=O)N1CCC(CC1)C(CCN1CC2CN(CC2C1)C(=O)C=1C(=NC=NC1C)C)C1=CC=CC=C1 (4-{3-[5-(4,6-Dimethyl-pyrimidine-5-carbonyl)-hexahydro-pyrrolo[3,4-c]pyrrol-2-yl]-1-phenyl-propyl}-piperidine-1-carboxylic acid 3-hydroxy-cyclopentyl ester). Starting materials: Cl.O1CCOCC1 (HCl dioxane), C(C)(C)(C)OC(=O)N1CCC(CC1)C(CCN1CC2CN(CC2C1)C(=O)C=1C(=NC=NC1C)C)C1=CC=CC=C1 (4-{3-[5-(4,6-Dimethyl-pyrimidine-5-carbonyl)-hexahydro-pyrrolo[3,4-c]pyrrol-2-yl]-1-phenyl-propyl}-piperidine-1-carboxylic acid tert-butyl ester), Boc, C1(CC(CC1)O)O (Cyclopentane-1,3-diol), TEA. Conditions: time 4 hour.